This data is from the Open Reaction Database (ORD), a public repository of structured organic reaction records. The task is: describe an organic reaction: reactants, conditions, products, and yield The reactants are C(C1=CC=CC=C1)C=1C=NC2=C(C=CC=C2C1C=1C=C(C=CC1)N)C(F)(F)F (3-(3-benzyl-8-trifluoromethyl-quinolin-4-yl)-phenylamine), CC1=C(C=O)C=CC=C1 (2-methylbenzaldehyde). Yields the product C(C1=CC=CC=C1)C=1C=NC2=C(C=CC=C2C1C=1C=C(C=CC1)NCC1=C(C=CC=C1)C)C(F)(F)F ({3-[3-BENZYL-8-(TRIFLUOROMETHYL)QUINOLIN-4-YL]PHENYL}(2-METHYLBENZYL)AMINE). As a reaction SMILES: [CH2:1]([C:8]1[CH:9]=[N:10][C:11]2[C:16]([C:17]=1[C:18]1[CH:19]=[C:20]([NH2:24])[CH:21]=[CH:22][CH:23]=1)=[CH:15][CH:14]=[CH:13][C:12]=2[C:25]([F:28])([F:27])[F:26])[C:2]1[CH:7]=[CH:6][CH:5]=[CH:4][CH:3]=1.[CH3:29][C:30]1[CH:37]=[CH:36][CH:35]=[CH:34][C:31]=1[CH:32]=O>>[CH2:1]([C:8]1[CH:9]=[N:10][C:11]2[C:16]([C:17]=1[C:18]1[CH:19]=[C:20]([NH:24][CH2:29][C:30]3[CH:37]=[CH:36][CH:35]=[CH:34][C:31]=3[CH3:32])[CH:21]=[CH:22][CH:23]=1)=[CH:15][CH:14]=[CH:13][C:12]=2[C:25]([F:28])([F:26])[F:27])[C:2]1[CH:3]=[CH:4][CH:5]=[CH:6][CH:7]=1. Procedure: This compound was prepared according to the procedure of example 66, substituting 3-(3-benzyl-8-trifluoromethyl-quinolin-4-yl)-phenylamine and 2-methylbenzaldehyde. MS (ESI) m/z 483.